Dataset: the Open Reaction Database (ORD), a public repository of structured organic reaction records. Task: describe an organic reaction: reactants, conditions, products, and yield The reactants are ClC1=CC=C(C(=O)C2=C(C(=O)O)C=CC=C2)C=C1 (2-(p-chlorobenzoyl) benzoic acid), NCCNS(=O)(=O)C1=CC=C(C=C1)C (N-(2-aminoethyl)-4-methylbenzene sulfonamide), [K+].[Br-] (KBr). Run in O (water), C(C)O (ethanol), O (water), C1(=CC=CC=C1)C (toluene). Product: ClC1=CC=C(C=C1)C1(OC(=O)C2=CC=CC=C12)NCCNS(=O)(=O)C1=CC=C(C=C1)C (3-(p-chlorophenyl)-3-[2-(4-methylphenylsulfonylamino)ethylamino]phthalide). As a reaction SMILES: [Cl:1][C:2]1[CH:18]=[CH:17][C:5]([C:6]([C:8]2[CH:16]=[CH:15][CH:14]=[CH:13][C:9]=2[C:10]([OH:12])=O)=[O:7])=[CH:4][CH:3]=1.[NH2:19][CH2:20][CH2:21][NH:22][S:23]([C:26]1[CH:31]=[CH:30][C:29]([CH3:32])=[CH:28][CH:27]=1)(=[O:25])=[O:24].[K+].[Br-]>C(O)C.O.C1(C)C=CC=CC=1>[Cl:1][C:2]1[CH:3]=[CH:4][C:5]([C:6]2([NH:19][CH2:20][CH2:21][NH:22][S:23]([C:26]3[CH:31]=[CH:30][C:29]([CH3:32])=[CH:28][CH:27]=3)(=[O:25])=[O:24])[C:8]3[C:9](=[CH:13][CH:14]=[CH:15][CH:16]=3)[C:10](=[O:12])[O:7]2)=[CH:17][CH:18]=1 |f:2.3|. Procedure: To a flask equipped with a Dean-Stark water separator is charged 500 ml. of toluene, 24.0 g. (0.10 mole) of 2-(p-chlorobenzoyl) benzoic acid and 21.4 g. (0.10 mole) of N-(2-aminoethyl)-4-methylbenzene sulfonamide. The mixture is stirred and refluxed until the water level in the separator is constant. The reaction is then allowed to cool to room temperature and the resultant solid is filtered off, washed with 100 ml. of toluene and dried to give the above named phalide; m.p. 177°-179° C.: infrare... The reactants are C(=O)C=1OC(=CC1)B(O)O (2-formylfuran-5-boronic acid), IC=1C=C2C(N(C(=NC2=CC1)C1=CC(=CC=C1)OC)CC(=O)NC(C)C)=O (2-[6-iodo-2-(3-methoxyphenyl)-4-oxo-4H-quinazolin-3-yl]-N-isopropylacetamide). The reagents and catalysts are S1C(=CC=C1)C(=O)[O-].[Cu+] (copper (I) thiophene-2-carboxylate), C=1C=CC(=CC1)[P](C=2C=CC=CC2)(C=3C=CC=CC3)[Pd]([P](C=4C=CC=CC4)(C=5C=CC=CC5)C=6C=CC=CC6)([P](C=7C=CC=CC7)(C=8C=CC=CC8)C=9C=CC=CC9)[P](C=1C=CC=CC1)(C=1C=CC=CC1)C=1C=CC=CC1 (tetrakis(triphenylphosphine)palladium). Run in O1CCCC1 (tetrahydrofuran). Conditions: time 2 hour. Yields the product C(=O)C1=CC=C(O1)C=1C=C2C(N(C(=NC2=CC1)C1=CC(=CC=C1)OC)CC(=O)NC(C)C)=O (2-[6-(5-formylfuran-2-yl)-2-(3-methoxyphenyl)-4-oxo-4H-quinazolin-3-yl]-N-isopropylacetamide). The yield is 31.0%. As a reaction SMILES: [CH:1]([C:3]1[O:4][C:5](B(O)O)=[CH:6][CH:7]=1)=[O:2].I[C:12]1[CH:13]=[C:14]2[C:19](=[CH:20][CH:21]=1)[N:18]=[C:17]([C:22]1[CH:27]=[CH:26][CH:25]=[C:24]([O:28][CH3:29])[CH:23]=1)[N:16]([CH2:30][C:31]([NH:33][CH:34]([CH3:36])[CH3:35])=[O:32])[C:15]2=[O:37]>O1CCCC1.S1C=CC=C1C([O-])=O.[Cu+].C1C=CC([P]([Pd]([P](C2C=CC=CC=2)(C2C=CC=CC=2)C2C=CC=CC=2)([P](C2C=CC=CC=2)(C2C=CC=CC=2)C2C=CC=CC=2)[P](C2C=CC=CC=2)(C2C=CC=CC=2)C2C=CC=CC=2)(C2C=CC=CC=2)C2C=CC=CC=2)=CC=1>[CH:1]([C:3]1[O:4][C:5]([C:12]2[CH:13]=[C:14]3[C:19](=[CH:20][CH:21]=2)[N:18]=[C:17]([C:22]2[CH:27]=[CH:26][CH:25]=[C:24]([O:28][CH3:29])[CH:23]=2)[N:16]([CH2:30][C:31]([NH:33][CH:34]([CH3:35])[CH3:36])=[O:32])[C:15]3=[O:37])=[CH:6][CH:7]=1)=[O:2] |f:3.4,^1:55,57,76,95|. Procedure: 2-formylfuran-5-boronic acid (118 mg, 0.84 mmol) (Frontier Scientific), copper (I) thiophene-2-carboxylate (136 mg, 0.72 mmol) (Frontier Scientific), and tetrakis(triphenylphosphine)palladium (75 mg, 10 mol %) were added to a solution of 2-[6-iodo-2-(3-methoxyphenyl)-4-oxo-4H-quinazolin-3-yl]-N-isopropylacetamide (INTERMEDIATE IV.24) in tetrahydrofuran (10 mL) under Argon. The solution was stirred at room temperature for 2 h. The resulting mixture was concentrated in vacuo. The resulting oil was... Starting materials: ClC1=CC=C(C=C1)C1=NSC(=N1)CO ([3-(4-chlorophenyl)-[1,2,4]thiadiazol-5-yl]-methanol), P(Br)(Br)Br (PBr3), O (water). The solvent is C1(=CC=CC=C1)C (toluene). Reaction conditions: temperature 120 celsius. The product is BrCC1=NC(=NS1)C1=CC=C(C=C1)Cl (5-Bromomethyl-3-(4-chlorophenyl)-[1,2,4]thiadiazole). Yield: 34.5%. RXN SMILES: [Cl:1][C:2]1[CH:7]=[CH:6][C:5]([C:8]2[N:12]=[C:11]([CH2:13]O)[S:10][N:9]=2)=[CH:4][CH:3]=1.P(Br)(Br)[Br:16].O>C1(C)C=CC=CC=1>[Br:16][CH2:13][C:11]1[S:10][N:9]=[C:8]([C:5]2[CH:6]=[CH:7][C:2]([Cl:1])=[CH:3][CH:4]=2)[N:12]=1. Procedure: To a solution of [3-(4-chlorophenyl)-[1,2,4]thiadiazol-5-yl]-methanol (0.18 g, 0.80 mmol) in toluene (10 ml) was added PBr3 (0.11 ml, 1.19 mmol) and the resulting reaction mixture was refluxed at 120° C. for 15 min. After the completion of the reaction (TLC monitoring), the reaction mixture was cooled to 0° C., added water (50 ml) and extracted with ethyl acetate (3×50 ml). The combined organics was washed with saturated NaHCO3 solution, dried over Na2SO4, filtered and concentrated under vacuum.... Starting materials: C(C1=CC=CC=C1)NC1C(C2C(CN(C2)C(=O)OC(C)(C)C)C1)C (tert-butyl 5-(benzylamino)-4-methylhexahydrocyclopenta-[c]pyrrole-2(1H)-carboxylate), [H][H] (hydrogen). Reagents/catalysts: [OH-].[OH-].[Pd+2] (palladium hydroxide on carbon). The product is NC1C(C2C(CN(C2)C(=O)OC(C)(C)C)C1)C (tert-butyl 5-amino-4-methylhexahydrocyclopenta[c]pyrrole-2(1H)-carboxylate). The yield is 107.4%. RXN SMILES: C([NH:8][CH:9]1[CH2:23][CH:12]2[CH2:13][N:14]([C:16]([O:18][C:19]([CH3:22])([CH3:21])[CH3:20])=[O:17])[CH2:15][CH:11]2[CH:10]1[CH3:24])C1C=CC=CC=1.[H][H]>[OH-].[OH-].[Pd+2]>[NH2:8][CH:9]1[CH2:23][CH:12]2[CH2:13][N:14]([C:16]([O:18][C:19]([CH3:21])([CH3:20])[CH3:22])=[O:17])[CH2:15][CH:11]2[CH:10]1[CH3:24] |f:2.3.4|. Reported procedure: A mixture of tert-butyl 5-(benzylamino)-4-methylhexahydrocyclopenta-[c]pyrrole-2(1H)-carboxylate (13.2 g, 39.9 mmol) and 20% palladium hydroxide on carbon (4.21 g, 5.99 mmol) was stirred under 30 psi hydrogen for 5 h. The mixture was filtered through a celite pad to remove the solid catalyst. The filter cake was rinsed with methanol. The filtrate was concentrated to give crude tert-butyl 5-amino-4-methylhexahydrocyclopenta[c]pyrrole-2(1H)-carboxylate (10.3 g) as an approximately 3:1:1 mixture of... Starting materials: C(C)OC(NC1=C(C=C(C=C1[N+](=O)[O-])N)C)=O ((4-Amino-2-methyl-6-nitro-phenyl)-carbamic acid ethyl ester), FC(C1=CC=C(C=O)C=C1)(F)F (4-trifluoromethyl-benzaldehyde), O (water). Run in C(C)O (ethanol). Reaction conditions: time 60 minute. Product: C(C)OC(NC1=C(C=C(C=C1[N+](=O)[O-])NCC1=CC=C(C=C1)C(F)(F)F)C)=O ([2-Methyl-6-nitro-4-(4-trifluoromethyl-benzylamino)-phenyl]-carbamic acid ethyl ester). Isolated yield 75.0%. As a reaction SMILES: [CH2:1]([O:3][C:4](=[O:17])[NH:5][C:6]1[C:11]([N+:12]([O-:14])=[O:13])=[CH:10][C:9]([NH2:15])=[CH:8][C:7]=1[CH3:16])[CH3:2].[F:18][C:19]([F:29])([F:28])[C:20]1[CH:27]=[CH:26][C:23]([CH:24]=O)=[CH:22][CH:21]=1.O>C(O)C>[CH2:1]([O:3][C:4](=[O:17])[NH:5][C:6]1[C:11]([N+:12]([O-:14])=[O:13])=[CH:10][C:9]([NH:15][CH2:24][C:23]2[CH:22]=[CH:21][C:20]([C:19]([F:18])([F:28])[F:29])=[CH:27][CH:26]=2)=[CH:8][C:7]=1[CH3:16])[CH3:2]. Procedure details: (4-Amino-2-methyl-6-nitro-phenyl)-carbamic acid ethyl ester (0.50 g) and 4-trifluoromethyl-benzaldehyde (0.29 mL) were dissolved in ethanol (10 mL) and refluxed for 16 h. The reaction mixture was poured into water (75 mL) and the precipitate collected by filtration. Sodium cyanoborohydride (0.3 g) and acetic acid (0.5 mL) were added to the precipitate dispersed in methanol (10 mL) and stirred for 60 minutes. The reaction mixture was filtered, water (50 mL) was added and the organic solvent was r... Run in FC(C(=O)O)(F)F (trifluoroacetic acid). RXN SMILES: [Br:1][C:2]1[CH:10]=[C:9]([CH:11]([O:13][CH2:14][C:15]2([C:28]3[CH:33]=[CH:32][C:31]([F:34])=[CH:30][CH:29]=3)[CH2:20][CH2:19][N:18](C(OC(C)(C)C)=O)[CH2:17][CH2:16]2)[CH3:12])[C:8]2[C:4](=[CH:5][N:6](COCC[Si](C)(C)C)[N:7]=2)[CH:3]=1>FC(F)(F)C(O)=O>[Br:1][C:2]1[CH:3]=[C:4]2[C:8](=[C:9]([CH:11]([O:13][CH2:14][C:15]3([C:28]4[CH:33]=[CH:32][C:31]([F:34])=[CH:30][CH:29]=4)[CH2:20][CH2:19][NH:18][CH2:17][CH2:16]3)[CH3:12])[CH:10]=1)[NH:7][N:6]=[CH:5]2. Conditions: time 30 minute. The reactants are BrC1=CC2=CN(N=C2C(=C1)C(C)OCC1(CCN(CC1)C(=O)OC(C)(C)C)C1=CC=C(C=C1)F)COCC[Si](C)(C)C ((±)-tert-Butyl 4-((1-(5-bromo-2-((2-(trimethylsilyl)ethoxy)methyl)-2H-indazol-7-yl)ethoxy)methyl)-4-(4-fluorophenyl)piperidine-1-carboxylate). The product is BrC=1C=C2C=NNC2=C(C1)C(C)OCC1(CCNCC1)C1=CC=C(C=C1)F ((±)-5-Bromo-7-(1-((4-(4-fluorophenyl)piperidin-4-yl)methoxy)ethyl)-1H-indazole). Procedure: (±)-tert-Butyl 4-((1-(5-bromo-2-((2-(trimethylsilyl)ethoxy)methyl)-2H-indazol-7-yl)ethoxy)methyl)-4-(4-fluorophenyl)piperidine-1-carboxylate (40 mg, 0.075 mmol) was dissolved in trifluoroacetic acid (20% in dichloromethane, 1.25 mL) and stirred at room temperature for 30 min. The reaction was concentrated and loaded onto a strong cation exchange cartridge in methanol. The cartridge was flushed with several volumes of methanol which were discarded. The product was eluted with 2M ammonia in methan... The reactants are ClC1=NC2=CC=CC=C2C(=N1)N(C)C ((2-chloro-quinazolin-4-yl)-dimethyl-amine), Cl.NCC1=CC=C(C=C1)NC(=O)C1=CC=C(C=C1)C1=CC=CC=C1 (biphenyl-4-carboxylic acid (4-aminomethyl-phenyl)-amide hydrochloride). Solvent: CC(C)O (2-propanol), C(C)N(CC)CC (triethylamine). Product: CN(C1=NC(=NC2=CC=CC=C12)NCC1=CC=C(C=C1)NC(=O)C1=CC=C(C=C1)C1=CC=CC=C1)C (biphenyl-4-carboxylic acid {4-[(4-dimethylamino-quinazolin-2-ylamino)-methyl]-phenyl}-amide). Isolated yield 15.1%. As a reaction SMILES: Cl[C:2]1[N:11]=[C:10]([N:12]([CH3:14])[CH3:13])[C:9]2[C:4](=[CH:5][CH:6]=[CH:7][CH:8]=2)[N:3]=1.Cl.[NH2:16][CH2:17][C:18]1[CH:23]=[CH:22][C:21]([NH:24][C:25]([C:27]2[CH:32]=[CH:31][C:30]([C:33]3[CH:38]=[CH:37][CH:36]=[CH:35][CH:34]=3)=[CH:29][CH:28]=2)=[O:26])=[CH:20][CH:19]=1>CC(O)C.C(N(CC)CC)C>[CH3:13][N:12]([CH3:14])[C:10]1[C:9]2[C:4](=[CH:5][CH:6]=[CH:7][CH:8]=2)[N:3]=[C:2]([NH:16][CH2:17][C:18]2[CH:19]=[CH:20][C:21]([NH:24][C:25]([C:27]3[CH:32]=[CH:31][C:30]([C:33]4[CH:34]=[CH:35][CH:36]=[CH:37][CH:38]=4)=[CH:29][CH:28]=3)=[O:26])=[CH:22][CH:23]=2)[N:11]=1 |f:1.2|. Reported procedure: A mixture of (2-chloro-quinazolin-4-yl)-dimethyl-amine obtained in step B of example 1 (42 mg, 0.2 mmol) and biphenyl-4-carboxylic acid (4-aminomethyl-phenyl)-amide hydrochloride (49 mg, 0.14 mmol) in 2-propanol (1 mL) and triethylamine (200 μL) was stirred at reflux for 2 days. The resulting mixture was concentrated and purified by column chromatography (silica gel, CH2Cl2 to 10% 2 M NH3/MeOH in CH2Cl2) to give biphenyl-4-carboxylic acid {4-[(4-dimethylamino-quinazolin-2-ylamino)-methyl]-phenyl... Product: O=C1OCC=CCOC(=O)C2CCCN2C(=O)CCCCC(=O)N2CCCC12. As a reaction SMILES: [CH2:1]([CH:2]=[CH2:29])[O:4][C:5](=[O:6])[CH:7]1[N:8]([C:12]([CH2:13][CH2:14][CH2:15][CH2:16][C:17](=[O:18])[N:19]2[CH:20]([C:24](=[O:25])[O:26][CH2:27][CH:28]=[CH2:3])[CH2:21][CH2:22][CH2:23]2)=[O:30])[CH2:9][CH2:10][CH2:11]1.[Cl:31][CH2:32][Cl:33]>>[CH2:1]1[CH:2]=[CH:28][CH2:27][O:26][C:24](=[O:25])[CH:20]2[N:19]([C:17](=[O:18])[CH2:16][CH2:15][CH2:14][CH2:13][C:12](=[O:30])[N:8]3[CH:7]([C:5](=[O:6])[O:4]1)[CH2:11][CH2:10][CH2:9]3)[CH2:23][CH2:22][CH2:21]2. Reactants: C=CCOC(=O)C1CCCN1C(=O)CCCCC(=O)N1CCCC1C(=O)OCC=C, ClCCl. Starting materials: ClC1=C(C(=O)O)C(=CC=C1[N+](=O)[O-])Cl (2,6-dichloro-3-nitrobenzoic acid), C(C1=CC=CC=C1)OC1=CC=C(N)C=C1 (4-benzyloxyaniline), CN(C1=CC=CC=C1)C (N,N-dimethylaniline). The product is ClC1=C(C(=O)O)C(=C(C=C1)[N+](=O)[O-])NC1=CC=C(C=C1)OCC1=CC=CC=C1 (2-Chloro-5-nitro-6-[[4-(phenylmethoxy)phenyl]amino]benzoic acid). RXN SMILES: Cl[C:2]1[C:10]([N+:11]([O-:13])=[O:12])=[CH:9][CH:8]=[C:7]([Cl:14])[C:3]=1[C:4]([OH:6])=[O:5].[CH2:15]([O:22][C:23]1[CH:29]=[CH:28][C:26]([NH2:27])=[CH:25][CH:24]=1)[C:16]1[CH:21]=[CH:20][CH:19]=[CH:18][CH:17]=1.CN(C)C1C=CC=CC=1>>[Cl:14][C:7]1[CH:8]=[CH:9][C:10]([N+:11]([O-:13])=[O:12])=[C:2]([NH:27][C:26]2[CH:25]=[CH:24][C:23]([O:22][CH2:15][C:16]3[CH:17]=[CH:18][CH:19]=[CH:20][CH:21]=3)=[CH:29][CH:28]=2)[C:3]=1[C:4]([OH:6])=[O:5]. Procedure: A mixture of 50.0 g of 2,6-dichloro-3-nitrobenzoic acid, 85.7 g of 4-benzyloxyaniline, and 115 ml of N,N-dimethylaniline was heated on a steam bath for 24 hours. The cooled mixture was triturated with 600 ml of chloroform and filtered. The precipitate was stirred in a mixture of 350 ml of chloroform and 350 ml of 1N aq NaOH. The red sodium salt was collected and stirred with a mixture of 300 ml of 1N hydrochloric acid and 1.5 l of chloroform. The chloroform layer was concentrated to provide the ... The reactants are CC(C)CC(=O)O, Cl, Cl, Cl, NC1CCC(CCN2CCN(c3nccc4c3CCO4)CC2)CC1. The product is CC(C)CC(=O)NC1CCC(CCN2CCN(c3nccc4c3CCO4)CC2)CC1. As a reaction SMILES: [CH3:28][CH:29]([CH2:30][C:31](=[O:32])[OH:33])[CH3:34].[ClH:1].[ClH:2].[ClH:3].[O:4]1[CH2:5][CH2:6][c:7]2[c:8]([N:13]3[CH2:14][CH2:15][N:16]([CH2:19][CH2:20][CH:21]4[CH2:22][CH2:23][CH:24]([NH2:27])[CH2:25][CH2:26]4)[CH2:17][CH2:18]3)[n:9][cH:10][cH:11][c:12]21>>[O:4]1[CH2:5][CH2:6][c:7]2[c:8]([N:13]3[CH2:14][CH2:15][N:16]([CH2:19][CH2:20][CH:21]4[CH2:22][CH2:23][CH:24]([NH:27][C:31]([CH2:30][CH:29]([CH3:28])[CH3:34])=[O:32])[CH2:25][CH2:26]4)[CH2:17][CH2:18]3)[n:9][cH:10][cH:11][c:12]21.